Dataset: the Open Reaction Database (ORD), a public repository of structured organic reaction records. Task: describe an organic reaction: reactants, conditions, products, and yield Procedure details: To a solution of N-t-butoxycarbonyl-L-phenylalanine benzyl ester (1 g) in methylene chloride (10 ml) is added aluminum chloride (1 g) in anisole (12 ml), and the mixture is stirred at room temperature for 2 hours. The reaction mixture is poured into an aqueous sodium hydrogen carbonate solution and filtered to remove insoluble material. The filtrate is washed with methylene chloride, acidified to pH 2.5 with hydrochloric acid, and adsorbed on high porous polymer HP-20 (manufactured by Mitsubishi... As a reaction SMILES: C([O:8][C:9](=[O:26])[C@H:10]([CH2:19][C:20]1[CH:25]=[CH:24][CH:23]=[CH:22][CH:21]=1)[NH:11]C(OC(C)(C)C)=O)C1C=CC=CC=1.[Cl-].[Al+3].[Cl-].[Cl-].C(=O)([O-])O.[Na+]>C(Cl)Cl.C1(OC)C=CC=CC=1>[NH2:11][C@H:10]([C:9]([OH:26])=[O:8])[CH2:19][C:20]1[CH:25]=[CH:24][CH:23]=[CH:22][CH:21]=1 |f:1.2.3.4,5.6|. Reactants: C(O)([O-])=O.[Na+] (sodium hydrogen carbonate), C(C1=CC=CC=C1)OC([C@@H](NC(=O)OC(C)(C)C)CC1=CC=CC=C1)=O (N-t-butoxycarbonyl-L-phenylalanine benzyl ester), [Cl-].[Al+3].[Cl-].[Cl-] (aluminum chloride). Product: N[C@@H](CC1=CC=CC=C1)C(=O)O (L-phenylalanine). Solvent: C(Cl)Cl (methylene chloride), C1(=CC=CC=C1)OC (anisole). Conditions: time 2 hour. Isolated yield 64.5%.